From a dataset of the Open Reaction Database (ORD), a public repository of structured organic reaction records. describe an organic reaction: reactants, conditions, products, and yield The reactants are FC1=C(C=O)C=CC=C1Cl (2-fluoro-3-chloro-benzaldehyde), [BH4-].[Na+] (NaBH4). Run in C(Cl)Cl (DCM), C1CCOC1 (THF). Reaction conditions: time 30 minute. Product: ClC=1C(=C(C=CC1)CO)F ((3-Chloro-2-fluoro-phenyl)-methanol). As a reaction SMILES: [F:1][C:2]1[C:9]([Cl:10])=[CH:8][CH:7]=[CH:6][C:3]=1[CH:4]=[O:5].[BH4-].[Na+]>C1COCC1.C(Cl)Cl>[Cl:10][C:9]1[C:2]([F:1])=[C:3]([CH2:4][OH:5])[CH:6]=[CH:7][CH:8]=1 |f:1.2|. Procedure: To a solution of 2-fluoro-3-chloro-benzaldehyde (4.74 g, 30 mmol) in THF (20 mL) was added NaBH4 (1.48 g, 40 mmol). The resulting mixture was stirred at room temperature for 30 min before diluting with DCM. The organic layer was washed with water and brine. The combined organic layers were dried over anhy. Na2SO4, filtered and concentrated in vacuo to give desired product without further purification (4.8 g, 100%). MS: 161.0 (M+H)+. Reactants: Cc1ccccc1, CCOC(=O)CC(C)C(N)C(=O)OC(C)(C)C. The product is CC1CC(=O)NC1C(=O)OC(C)(C)C. Reaction SMILES: [CH3:18][c:19]1[cH:20][cH:21][cH:22][cH:23][cH:24]1.[CH3:1][CH:2]([CH:3]([NH2:4])[C:5](=[O:6])[O:7][C:8]([CH3:9])([CH3:10])[CH3:11])[CH2:12][C:13]([O:15][CH2:14][CH3:16])=[O:17]>>[CH3:1][CH:2]1[CH:3]([C:5](=[O:6])[O:7][C:8]([CH3:9])([CH3:10])[CH3:11])[NH:4][C:13](=[O:15])[CH2:12]1.